From a dataset of the Open Reaction Database (ORD), a public repository of structured organic reaction records. describe an organic reaction: reactants, conditions, products, and yield The reactants are CCCC(Oc1cccc(C#N)c1)C(=O)OCC, CO, [Li+], [OH-], O. The product is CCCC(Oc1cccc(C#N)c1)C(=O)O. RXN SMILES: [C:1](#[N:2])[c:3]1[cH:4][c:5]([O:6][CH:7]([C:8](=[O:9])[O:10][CH2:11][CH3:12])[CH2:13][CH2:14][CH3:15])[cH:16][cH:17][cH:18]1.[CH3:21][OH:22].[Li+:19].[OH-:20].[OH2:23]>>[C:1](#[N:2])[c:3]1[cH:4][c:5]([O:6][CH:7]([C:8](=[O:9])[OH:10])[CH2:13][CH2:14][CH3:15])[cH:16][cH:17][cH:18]1. The reactants are NC1=C(C#N)C(=CC=C1)NCC (2-amino-6-(ethylamino)benzonitrile), N1=CC=CC=C1 (pyridine), O (water), C(C)(=O)OCC(=O)Cl (acetoxyacetyl chloride). Solvent: C(Cl)Cl (methylene chloride). Reaction conditions: time 1 hour. Product: C(C)(=O)OCC(=O)NC1=C(C#N)C(=CC=C1)NCC (2-(acetoxyacetylamino)-6-(ethylamino)benzonitrile). RXN SMILES: [NH2:1][C:2]1[CH:9]=[CH:8][CH:7]=[C:6]([NH:10][CH2:11][CH3:12])[C:3]=1[C:4]#[N:5].N1C=CC=CC=1.[C:19]([O:22][CH2:23][C:24](Cl)=[O:25])(=[O:21])[CH3:20].O>C(Cl)Cl>[C:19]([O:22][CH2:23][C:24]([NH:1][C:2]1[CH:9]=[CH:8][CH:7]=[C:6]([NH:10][CH2:11][CH3:12])[C:3]=1[C:4]#[N:5])=[O:25])(=[O:21])[CH3:20]. Reported procedure: To a solution of 2-amino-6-(ethylamino)benzonitrile (6.7 g) in methylene chloride (100 ml) is added pyridine (4.8 ml), and to the mixture is added dropwise acetoxyacetyl chloride (6.5 ml) which is cooled in an ice bath. The mixture is stirred at room temperature for 1 hour, and thereafter, water is added thereto, and the mixture is extracted with methylene chloride. The organic layer is dried over anhydrous sodium sulfate and the solvent is distilled off under reduced pressure. The resulting cru... Reactants: S(O)(O)(=O)=O (sulphuric acid), [OH-].[Na+] (sodium hydroxide), O[C@H]1[C@@H]([C@H](NC=2C=3N(C=CC12)C(=C(N3)C)C)C3=CC=CC=C3)O ((7R,8R,9R)-7,8-dihydroxy-2,3-dimethyl-9-phenyl-7,8,9,10-tetra-hydroimidazo[1,2-h][1,7]naphthyridine), mixture, O (water), O1CCOCC1 (dioxan). The solvent is C(C)SCC (ethylsulfide). Reaction conditions: time 15 minute. Product: CC=1N=C2N(C=CC=3[C@H]([C@@H]([C@H](NC23)C2=CC=CC=C2)O)SCC)C1C ((7R,8R,9R)-2,3dimethyl-8-hydroxy-7-(ethylthio)-9-phenyl-7,8,9,10-tetrahydro-imidazo[1,2-h][1,7]naphthyridine). RXN SMILES: [S:1](=O)(=O)(O)O.O[C@@H:7]1[C:16]2[CH:15]=[CH:14][N:13]3[C:17]([CH3:21])=[C:18]([CH3:20])[N:19]=[C:12]3[C:11]=2[NH:10][C@H:9]([C:22]2[CH:27]=[CH:26][CH:25]=[CH:24][CH:23]=2)[C@H:8]1[OH:28].O.[OH-].[Na+].O1[CH2:37][CH2:36]OCC1>C(SCC)C>[CH3:20][C:18]1[N:19]=[C:12]2[C:11]3[NH:10][C@H:9]([C:22]4[CH:23]=[CH:24][CH:25]=[CH:26][CH:27]=4)[C@@H:8]([OH:28])[C@H:7]([S:1][CH2:36][CH3:37])[C:16]=3[CH:15]=[CH:14][N:13]2[C:17]=1[CH3:21] |f:3.4|. Procedure details: 1.9 g of concentrated sulphuric acid are added slowly at room temperature with stirring to 3 g of (7R,8R,9R)-7,8-dihydroxy-2,3-dimethyl-9-phenyl-7,8,9,10-tetra-hydroimidazo[1,2-h][1,7]naphthyridine, dissolved in a mixture of 40 ml of dry dioxan and 4 ml of ethylsulfide: The temperature is brought to 50° C. by external heating and is then kept for 15 min. After cooling to room temperature, the mixture is poured into 300 g of a mixture of crushed ice and water. The pH is adjusted to neutral by add... The reactants are S(=O)(Cl)Cl (Thionyl chloride), BrC1=C(C(=O)O)C=CC=C1 (2-bromobenzoic acid), [N+](=O)([O-])C1=CC=C(N)C=C1 (4-nitroaniline). Run in C1(=CC=CC=C1)C (toluene), CN(C=O)C (N,N-dimethylformamide), C1(=CC=CC=C1)C (toluene), CN1CCCC1=O (NMP). Reaction conditions: temperature 80 celsius, time 24 hour. Yields the product BrC1=C(C(=O)NC2=CC=C(C=C2)[N+](=O)[O-])C=CC=C1 (2-bromo-N-(4-nitrophenyl)benzamide). The yield is 87.0%. RXN SMILES: S(Cl)(Cl)=O.[Br:5][C:6]1[CH:14]=[CH:13][CH:12]=[CH:11][C:7]=1[C:8]([OH:10])=O.[N+:15]([C:18]1[CH:24]=[CH:23][C:21]([NH2:22])=[CH:20][CH:19]=1)([O-:17])=[O:16]>C1(C)C=CC=CC=1.CN(C)C=O.CN1C(=O)CCC1>[Br:5][C:6]1[CH:14]=[CH:13][CH:12]=[CH:11][C:7]=1[C:8]([NH:22][C:21]1[CH:23]=[CH:24][C:18]([N+:15]([O-:17])=[O:16])=[CH:19][CH:20]=1)=[O:10]. Procedure details: Thionyl chloride (120.5 g) was added to a stirred mixture of 2-bromobenzoic acid (194 g) in toluene (500 ml) and N,N-dimethylformamide (DMF) (5 ml) and the mixture heated at 80° C. for 4 hours. The solution was cooled to 20° C. and added slowly to a solution of 4-nitroaniline (133.1 g) in toluene (500 ml) and NMP (120 ml), maintaining the temperature of the reaction mixture between 20°-25° C. The reaction mixture was then stirred for 24 hours when a solid precipitated. Water (360 ml) was added w... The reactants are CO, ClCCl, [H][H], COc1ccc(C2COCCO2)c2sc(NC(=O)c3ccnc(C4=CCOCC4)c3)nc12. Product: COc1ccc(C2COCCO2)c2sc(NC(=O)c3ccnc(C4CCOCC4)c3)nc12. RXN SMILES: [CH3:35][OH:36].[Cl:37][CH2:38][Cl:39].[H:33][H:34].[O:1]1[CH2:2][CH2:3][C:4]([c:7]2[cH:8][c:9]([C:10](=[O:11])[NH:12][c:13]3[s:14][c:15]4[c:16]([n:17]3)[c:18]([O:28][CH3:29])[cH:19][cH:20][c:21]4[CH:22]3[O:23][CH2:24][CH2:25][O:26][CH2:27]3)[cH:30][cH:31][n:32]2)=[CH:5][CH2:6]1>>[O:1]1[CH2:2][CH2:3][CH:4]([c:7]2[cH:8][c:9]([C:10](=[O:11])[NH:12][c:13]3[s:14][c:15]4[c:16]([n:17]3)[c:18]([O:28][CH3:29])[cH:19][cH:20][c:21]4[CH:22]3[O:23][CH2:24][CH2:25][O:26][CH2:27]3)[cH:30][cH:31][n:32]2)[CH2:5][CH2:6]1. Reactants: CCCCO, COc1cc2nc(Cl)nc(N)c2cc1OC, O=C(C1COc2ccccc2O1)N1CCNCC1. Product: Cl, COc1cc2nc(N3CCN(C(=O)C4COc5ccccc5O4)CC3)nc(N)c2cc1OC. RXN SMILES: [CH2:35]([OH:36])[CH2:37][CH2:38][CH3:39].[NH2:1][c:2]1[n:3][c:4]([Cl:16])[n:5][c:6]2[cH:7][c:8]([O:14][CH3:15])[c:9]([O:12][CH3:13])[cH:10][c:11]12.[O:17]1[CH:18]([C:27](=[O:28])[N:29]2[CH2:30][CH2:31][NH:32][CH2:33][CH2:34]2)[CH2:19][O:20][c:21]2[c:22]1[cH:23][cH:24][cH:25][cH:26]2>>[ClH:16].[NH2:1][c:2]1[n:3][c:4]([N:32]2[CH2:31][CH2:30][N:29]([C:27]([CH:18]3[O:17][c:22]4[c:21]([cH:26][cH:25][cH:24][cH:23]4)[O:20][CH2:19]3)=[O:28])[CH2:34][CH2:33]2)[n:5][c:6]2[cH:7][c:8]([O:14][CH3:15])[c:9]([O:12][CH3:13])[cH:10][c:11]12.